Dataset: the Open Reaction Database (ORD), a public repository of structured organic reaction records. Task: describe an organic reaction: reactants, conditions, products, and yield The product is CC(C)(C)OC(=O)N1CCc2nc(Nc3ccc(-c4cnco4)cc3)nc(NCC3CCCO3)c2C1. Starting materials: NCC1CCCO1, CN(C)C=O, CC(C)(C)OC(=O)N1CCc2nc(Nc3ccc(-c4cnco4)cc3)nc(OS(=O)(=O)C(F)(F)F)c2C1. RXN SMILES: [O:38]1[CH:39]([CH2:43][NH2:44])[CH2:40][CH2:41][CH2:42]1.[O:45]=[CH:46][N:47]([CH3:48])[CH3:49].[o:1]1[cH:2][n:3][cH:4][c:5]1-[c:6]1[cH:7][cH:8][c:9]([NH:12][c:13]2[n:14][c:15]([O:30][S:31]([C:32]([F:33])([F:34])[F:35])(=[O:36])=[O:37])[c:16]3[c:17]([n:18]2)[CH2:19][CH2:20][N:21]([C:23](=[O:24])[O:25][C:26]([CH3:27])([CH3:28])[CH3:29])[CH2:22]3)[cH:10][cH:11]1>>[o:1]1[cH:2][n:3][cH:4][c:5]1-[c:6]1[cH:7][cH:8][c:9]([NH:12][c:13]2[n:14][c:15]([NH:44][CH2:43][CH:39]3[O:38][CH2:42][CH2:41][CH2:40]3)[c:16]3[c:17]([n:18]2)[CH2:19][CH2:20][N:21]([C:23](=[O:24])[O:25][C:26]([CH3:27])([CH3:28])[CH3:29])[CH2:22]3)[cH:10][cH:11]1. Reactants: COC(=O)C=1NC2=CC(=CC=C2C1)C(F)(F)F (6-trifluoromethyl-1H-indole-2-carboxylic acid methyl ester), BrCC1=CC=CC2=CC=CC=C12 (1-bromomethyl-naphthalene). Product: C1(=CC=CC2=CC=CC=C12)CN1C(=CC2=CC=C(C=C12)C(F)(F)F)C(=O)O (1-Naphthalen-1-ylmethyl-6-trifluoromethyl-1H-indole-2-carboxylic acid). As a reaction SMILES: C[O:2][C:3]([C:5]1[NH:6][C:7]2[C:12]([CH:13]=1)=[CH:11][CH:10]=[C:9]([C:14]([F:17])([F:16])[F:15])[CH:8]=2)=[O:4].Br[CH2:19][C:20]1[C:29]2[C:24](=[CH:25][CH:26]=[CH:27][CH:28]=2)[CH:23]=[CH:22][CH:21]=1>>[C:20]1([CH2:19][N:6]2[C:7]3[C:12](=[CH:11][CH:10]=[C:9]([C:14]([F:17])([F:16])[F:15])[CH:8]=3)[CH:13]=[C:5]2[C:3]([OH:2])=[O:4])[C:29]2[C:24](=[CH:25][CH:26]=[CH:27][CH:28]=2)[CH:23]=[CH:22][CH:21]=1. Procedure details: Using general procedure B, 6-trifluoromethyl-1H-indole-2-carboxylic acid methyl ester was coupled with 1-bromomethyl-naphthalene and the product obtained was hydrolyzed to give the title compound as white solid. MS: 368.0 ([M−H]−). The reactants are CS(=O)(=O)OCC[C@@H](O)C1=CC=CC=C1 ((R)-3-phenyl-3-(hydroxy)-propyl methanesulfonate), CN (methylamine). The solvent is C1CCOC1 (THF), CCOCC (ether). Yields the product C1(=CC=CC=C1)[C@@H](CCN)O ((R)-3-phenyl-3-(hydroxy)-propyl amine). As a reaction SMILES: CS(O[CH2:6][CH2:7][C@H:8]([C:10]1[CH:15]=[CH:14][CH:13]=[CH:12][CH:11]=1)[OH:9])(=O)=O.C[NH2:17]>C1COCC1.CCOCC>[C:10]1([C@H:8]([OH:9])[CH2:7][CH2:6][NH2:17])[CH:15]=[CH:14][CH:13]=[CH:12][CH:11]=1. Procedure: A solution of (R)-3-phenyl-3-(hydroxy)-propyl methanesulfonate (3 mmol) and methylamine (10 mL, 40% in water) in THF (10 mL) is heated at 65° C. for 3 h. After cooling, the solution is diluted with ether, washed with saturated aqueous sodium bicarbonate and brine, and dried with anhydrous potassium carbonate. Concentration of extract provides (R)-3-phenyl-3-(hydroxy)-propyl amine.